This data is from the Open Reaction Database (ORD), a public repository of structured organic reaction records. The task is: describe an organic reaction: reactants, conditions, products, and yield Product: O=C(NC1CCN(C2CCC(n3c(=O)[nH]c4ccccc43)CC2)CC1)c1cccnc1. RXN SMILES: [C:33]([O:34][BH-:35]([O:36][C:37](=[O:38])[CH3:39])[O:40][C:41](=[O:42])[CH3:43])(=[O:44])[CH3:45].[C:47](=[O:48])([O-:49])[O-:50].[CH3:57][C:58](=[O:59])[OH:60].[CH:53]([Cl:54])([Cl:55])[Cl:56].[Cl:61][CH2:62][CH2:63][Cl:64].[Na+:46].[Na+:51].[Na+:52].[O:1]=[C:2]1[CH2:3][CH2:4][CH:5]([n:8]2[c:9](=[O:17])[nH:10][c:11]3[c:12]2[cH:13][cH:14][cH:15][cH:16]3)[CH2:6][CH2:7]1.[n:18]1[cH:19][c:20]([C:24](=[O:25])[NH:26][CH:27]2[CH2:28][CH2:29][NH:30][CH2:31][CH2:32]2)[cH:21][cH:22][cH:23]1>>[CH:2]1([N:30]2[CH2:29][CH2:28][CH:27]([NH:26][C:24]([c:20]3[cH:19][n:18][cH:23][cH:22][cH:21]3)=[O:25])[CH2:32][CH2:31]2)[CH2:3][CH2:4][CH:5]([n:8]2[c:9](=[O:17])[nH:10][c:11]3[c:12]2[cH:13][cH:14][cH:15][cH:16]3)[CH2:6][CH2:7]1. Starting materials: CC(=O)O[BH-](OC(C)=O)OC(C)=O, O=C([O-])[O-], CC(=O)O, ClC(Cl)Cl, ClCCCl, [Na+], [Na+], [Na+], O=C1CCC(n2c(=O)[nH]c3ccccc32)CC1, O=C(NC1CCNCC1)c1cccnc1. Reactants: TEA, C(C)N1CCN(CC1)CC#C (1-ethyl-4-prop-2-ynyl-piperazine), BrC=1C=C(C=NC1)C=1C2=C(N=C(N1)C1=NC(=CC=C1)C)NC=C2 (4-(5-Bromo-pyridin-3-yl)-2-(6-methyl-pyridin-2-yl)-7H-pyrrolo[2,3-d]pyrimidine). Reagents/catalysts: [Cu]I (copper (I) iodide), C=1C=CC(=CC1)[P](C=2C=CC=CC2)(C=3C=CC=CC3)[Pd]([P](C=4C=CC=CC4)(C=5C=CC=CC5)C=6C=CC=CC6)([P](C=7C=CC=CC7)(C=8C=CC=CC8)C=9C=CC=CC9)[P](C=1C=CC=CC1)(C=1C=CC=CC1)C=1C=CC=CC1 (Pd(PPh3)4). The solvent is COCCOC (DME). The product is CN1CCN(CC1)CC#CC=1C=C(C=NC1)C=1C2=C(N=C(N1)C1=NC(=CC=C1)C)NC=C2 (4-{5-[3-(4-Methyl-piperazin-1-yl)-prop-1-ynyl]-pyridin-3-yl}-2-(6-methyl-pyridin-2-yl)-7H-pyrrolo[2,3-d]pyrimidine). As a reaction SMILES: Br[C:2]1[CH:3]=[C:4]([C:8]2[C:9]3[CH:23]=[CH:22][NH:21][C:10]=3[N:11]=[C:12]([C:14]3[CH:19]=[CH:18][CH:17]=[C:16]([CH3:20])[N:15]=3)[N:13]=2)[CH:5]=[N:6][CH:7]=1.[CH2:24]([N:26]1[CH2:31][CH2:30][N:29]([CH2:32][C:33]#[CH:34])[CH2:28][CH2:27]1)C>COCCOC.[Cu]I.C1C=CC([P]([Pd]([P](C2C=CC=CC=2)(C2C=CC=CC=2)C2C=CC=CC=2)([P](C2C=CC=CC=2)(C2C=CC=CC=2)C2C=CC=CC=2)[P](C2C=CC=CC=2)(C2C=CC=CC=2)C2C=CC=CC=2)(C2C=CC=CC=2)C2C=CC=CC=2)=CC=1>[CH3:24][N:26]1[CH2:31][CH2:30][N:29]([CH2:32][C:33]#[C:34][C:2]2[CH:3]=[C:4]([C:8]3[C:9]4[CH:23]=[CH:22][NH:21][C:10]=4[N:11]=[C:12]([C:14]4[CH:19]=[CH:18][CH:17]=[C:16]([CH3:20])[N:15]=4)[N:13]=3)[CH:5]=[N:6][CH:7]=2)[CH2:28][CH2:27]1 |^1:46,48,67,86|. Procedure: To a suspension of of 4-(5-bromo-pyridin-3-yl)-2-(6-methyl-pyridin-2-yl)-7H-pyrrolo[2,3-d]pyrimidine (Example 16) (1 eq, 0.669 mmol, 245 mg) in DME (3.5 ml) are added TEA (2 eq, 1.34 mmol, 135 mg), copper (I) iodide (0.5 eq, 0.335 mmol, 63.7 mg), Pd(PPh3)4 (0.1 eq, 0.067 mmol, 77 mg), and 1-ethyl-4-prop-2-ynyl-piperazine (Tyger Scientific, Ewing, USA) (1 eq, 0.669 mmol, 92 mg). The resulting mixture is heated using microwave radiation for 20 min at 120° C. The mixture is filtered through a pad o... Starting materials: CC1(OCC(O1)CCCCO)C (2,2-dimethyl-4-hydroxybutyl-1,3-dioxolane), C1(=CC=CC=C1)P(C1=CC=CC=C1)C1=CC=CC=C1 (triphenylphosphine), N(=NC(=O)OCC)C(=O)OCC (diethyl azodicarboxylate), COC1=CC=C(C=C1)O (4-methoxyphenol). The solvent is O1CCCC1 (tetrahydrofuran). The product is CC1(OCC(O1)CCCCOC1=CC=C(C=C1)OC)C (4-Methoxyphenyl 4-(2,2-dimethyl-1,3-dioxolan-4-yl)-butyl ether). As a reaction SMILES: [CH3:1][C:2]1([CH3:12])[O:6][CH:5]([CH2:7][CH2:8][CH2:9][CH2:10][OH:11])[CH2:4][O:3]1.C1(P(C2C=CC=CC=2)C2C=CC=CC=2)C=CC=CC=1.N(C(OCC)=O)=NC(OCC)=O.[CH3:44][O:45][C:46]1[CH:51]=[CH:50][C:49](O)=[CH:48][CH:47]=1>O1CCCC1>[CH3:1][C:2]1([CH3:12])[O:6][CH:5]([CH2:7][CH2:8][CH2:9][CH2:10][O:11][C:49]2[CH:50]=[CH:51][C:46]([O:45][CH3:44])=[CH:47][CH:48]=2)[CH2:4][O:3]1. Reported procedure: 1.74 g (10 mmol) of 2,2-dimethyl-4-hydroxybutyl-1,3-dioxolane from Example 1a, 3.41 g (13 mmol) of triphenylphosphine, 2.26 g (13 mmol) of diethyl azodicarboxylate and 3.72 g (30 mmol) of 4-methoxyphenol were dissolved in 30 ml of absolute tetrahydrofuran (THF) and boiled under reflux for 1 h. The solvent was removed by distillation, and the residue was chromatographed on silica gel using ethyl acetate (EA)/n-heptane (1:4). The reactants are CC(=O)c1ccc2[nH]c3c(cc(-c4ccc(Cl)cc4Cl)c(=O)n3C)c2c1, O=C([O-])[O-], O=C([O-])C(F)(F)Cl, [Cs+], [Cs+], [Na+], CN(C)C=O, O. Yields the product CC(=O)c1ccc2c(c1)c1cc(-c3ccc(Cl)cc3Cl)c(=O)n(C)c1n2C(F)F. As a reaction SMILES: [C:1]([CH3:2])(=[O:3])[c:4]1[cH:5][c:6]2[c:7]3[c:8]([nH:9][c:10]2[cH:11][cH:12]1)[n:13]([CH3:26])[c:14](=[O:25])[c:15](-[c:17]1[c:18]([Cl:24])[cH:19][c:20]([Cl:23])[cH:21][cH:22]1)[cH:16]3.[C:27](=[O:28])([O-:29])[O-:30].[Cl:33][C:34]([C:35]([O-:36])=[O:37])([F:38])[F:39].[Cs+:31].[Cs+:32].[Na+:40].[O:41]=[CH:42][N:43]([CH3:44])[CH3:45].[OH2:46]>>[C:1]([CH3:2])(=[O:3])[c:4]1[cH:5][c:6]2[c:7]3[c:8]([n:9]([CH:34]([F:38])[F:39])[c:10]2[cH:11][cH:12]1)[n:13]([CH3:26])[c:14](=[O:25])[c:15](-[c:17]1[c:18]([Cl:24])[cH:19][c:20]([Cl:23])[cH:21][cH:22]1)[cH:16]3. Reactants: [N+](=O)([O-])[O-].[NH4+].[Ce+4].[N+](=O)([O-])[O-].[N+](=O)([O-])[O-].[N+](=O)([O-])[O-].[N+](=O)([O-])[O-] (cerium(IV) ammonium nitrate), COC1=CC=C(CN2C(C(CCC2)(OC2=CC(=C(C(=C2)F)F)F)C)=O)C=C1 (1-(4-methoxybenzyl)-3-methyl-3-(3,4,5-trifluorophenoxy)piperidin-2-one), [N+](=O)([O-])[O-].[NH4+].[Ce+4].[N+](=O)([O-])[O-].[N+](=O)([O-])[O-].[N+](=O)([O-])[O-].[N+](=O)([O-])[O-] (Cerium(IV) ammonium nitrate). The solvent is O (water), C(C)(=O)OCC (ethyl acetate), C(O)([O-])=O.[Na+] (sodium hydrogen carbonate), C(C)#N (acetonitrile). Run at time 8 hour. The product is CC1(C(NCCC1)=O)OC1=CC(=C(C(=C1)F)F)F (3-methyl-3-(3,4,5-trifluorophenoxy)piperidin-2-one). Yield: 57.8%. RXN SMILES: COC1C=CC(C[N:8]2[CH2:13][CH2:12][CH2:11][C:10]([CH3:24])([O:14][C:15]3[CH:20]=[C:19]([F:21])[C:18]([F:22])=[C:17]([F:23])[CH:16]=3)[C:9]2=[O:25])=CC=1.[N+]([O-])([O-])=O.[NH4+].[Ce+4].[N+]([O-])([O-])=O.[N+]([O-])([O-])=O.[N+]([O-])([O-])=O.[N+]([O-])([O-])=O>C(#N)C.O.C(OCC)(=O)C.C(=O)([O-])O.[Na+]>[CH3:24][C:10]1([O:14][C:15]2[CH:20]=[C:19]([F:21])[C:18]([F:22])=[C:17]([F:23])[CH:16]=2)[CH2:11][CH2:12][CH2:13][NH:8][C:9]1=[O:25] |f:1.2.3.4.5.6.7,11.12|. Procedure details: To a mixture of 1-(4-methoxybenzyl)-3-methyl-3-(3,4,5-trifluorophenoxy)piperidin-2-one (76.2 mg) in acetonitrile (1 mL) was added a mixture of cerium(IV) ammonium nitrate (275 mg) in water (1 mL) at room temperature, and the mixture was stirred overnight. Cerium(IV) ammonium nitrate (110 mg) was added, and the mixture was stirred at room temperature for 1 hr. The reaction mixture was diluted with ethyl acetate and saturated aqueous sodium hydrogen carbonate solution, and the insoluble material w...